Dataset: the Open Reaction Database (ORD), a public repository of structured organic reaction records. Task: describe an organic reaction: reactants, conditions, products, and yield Reactants: hydrochloride salt, BrC1=CC=CC=2CC(OC21)CNC ((±)-[(7-bromo-2,3-dihydro-1-benzofuran-2-yl)methyl]methylamine), ClC=1C=C(C=CC1)B(O)O (3-chlorophenylboronic acid). The product is CNCC1OC2=C(C1)C=CC=C2C2=CC(=CC=C2)Cl (N-methyl-1-[7-(3-chlorophenyl)-2,3-dihydro-1-benzofuran-2-yl]methanamine). As a reaction SMILES: Br[C:2]1[C:10]2[O:9][CH:8]([CH2:11][NH:12][CH3:13])[CH2:7][C:6]=2[CH:5]=[CH:4][CH:3]=1.[Cl:14][C:15]1[CH:16]=[C:17](B(O)O)[CH:18]=[CH:19][CH:20]=1>>[CH3:13][NH:12][CH2:11][CH:8]1[CH2:7][C:6]2[CH:5]=[CH:4][CH:3]=[C:2]([C:19]3[CH:18]=[CH:17][CH:16]=[C:15]([Cl:14])[CH:20]=3)[C:10]=2[O:9]1. Procedure: The title compound was prepared (0.59 g, 53%) following the general procedure of Example 154 as a white solid, hydrochloride salt from (±)-[(7-bromo-2,3-dihydro-1-benzofuran-2-yl)methyl]methylamine (0.200 g, 0.826 mmol) and 3-chlorophenylboronic acid (0.194 g, 1.24 mmol). mp 177-178° C.